Dataset: the Open Reaction Database (ORD), a public repository of structured organic reaction records. Task: describe an organic reaction: reactants, conditions, products, and yield The reactants are [C-]#N, CC(C)(C)OC(=O)NN1CCC(OS(C)(=O)=O)C1, CCCC[N+](CCCC)(CCCC)CCCC, CC#N, [Na+], O=C([O-])O. The product is CC(C)(C)OC(=O)NN1CCC(C#N)C1. As a reaction SMILES: [C-:27]#[N:28].[C:1]([CH3:2])([CH3:3])([CH3:4])[O:5][C:6](=[O:7])[NH:8][N:9]1[CH2:10][CH:11]([O:14][S:15]([CH3:16])(=[O:17])=[O:18])[CH2:12][CH2:13]1.[CH2:29]([N+:30]([CH2:31][CH2:32][CH2:33][CH3:34])([CH2:35][CH2:36][CH2:37][CH3:38])[CH2:39][CH2:40][CH2:41][CH3:42])[CH2:43][CH2:44][CH3:45].[CH3:24][C:25]#[N:26].[Na+:23].[O-:19][C:20]([OH:21])=[O:22]>>[C:1]([CH3:2])([CH3:3])([CH3:4])[O:5][C:6](=[O:7])[NH:8][N:9]1[CH2:10][CH:11]([C:25]#[N:26])[CH2:12][CH2:13]1. Reactants: Clc1ccc(-c2cc(CBr)no2)s1, O=C([O-])[O-], COCc1ncc(C(=O)OC)[nH]1, [Cs+], [Cs+], CN(C)C=O, O. The product is COCc1ncc(C(=O)OC)n1Cc1cc(-c2ccc(Cl)s2)on1. Reaction SMILES: [Br:19][CH2:20][c:21]1[n:22][o:23][c:24](-[c:26]2[s:27][c:28]([Cl:31])[cH:29][cH:30]2)[cH:25]1.[C:13](=[O:14])([O-:15])[O-:16].[CH3:1][O:2][C:3](=[O:4])[c:5]1[nH:6][c:7]([CH2:10][O:11][CH3:12])[n:8][cH:9]1.[Cs+:17].[Cs+:18].[O:33]=[CH:34][N:35]([CH3:36])[CH3:37].[OH2:32]>>[CH3:1][O:2][C:3](=[O:4])[c:5]1[n:6]([CH2:20][c:21]2[n:22][o:23][c:24](-[c:26]3[s:27][c:28]([Cl:31])[cH:29][cH:30]3)[cH:25]2)[c:7]([CH2:10][O:11][CH3:12])[n:8][cH:9]1. The reactants are CCOC(=O)c1ccc(Br)c(OCc2ccccc2)c1, CC(C)C[AlH]CC(C)C, ClCCl, Cl. Yields the product OCc1ccc(Br)c(OCc2ccccc2)c1. Reaction SMILES: [Br:1][c:2]1[c:3]([O:13][CH2:14][c:15]2[cH:16][cH:17][cH:18][cH:19][cH:20]2)[cH:4][c:5]([C:6](=[O:7])[O:8][CH2:9][CH3:10])[cH:11][cH:12]1.[CH3:21][CH:22]([CH2:23][AlH:24][CH2:25][CH:26]([CH3:27])[CH3:28])[CH3:29].[Cl:31][CH2:32][Cl:33].[ClH:30]>>[Br:1][c:2]1[c:3]([O:13][CH2:14][c:15]2[cH:16][cH:17][cH:18][cH:19][cH:20]2)[cH:4][c:5]([CH2:6][OH:7])[cH:11][cH:12]1. The reactants are Cl (HCl), C(CCC)OC1=C(C=C2CC(CC2=C1)N(CCC)CCC)C(=O)OC (Methyl 6-butoxy-2-(dipropylamino)-2,3-dihydro-1H-indene-5-carboxylate), CNC=O (N-methylformamide), C[O-].[Na+] (sodium methoxide), CO (methanol). The solvent is CN(C)C=O (DMF). Product: C(CCC)OC1=C(C=C2CC(CC2=C1)N(CCC)CCC)C(=O)NC (6-Butoxy-2-(dipropylamino)-2,3-dihydro-N-methyl-1H-indene-5-carboxamide). RXN SMILES: [CH2:1]([O:5][C:6]1[CH:14]=[C:13]2[C:9]([CH2:10][CH:11]([N:15]([CH2:19][CH2:20][CH3:21])[CH2:16][CH2:17][CH3:18])[CH2:12]2)=[CH:8][C:7]=1[C:22]([O:24]C)=O)[CH2:2][CH2:3][CH3:4].[CH3:26][NH:27]C=O.C[O-].[Na+].CO.Cl>CN(C=O)C>[CH2:1]([O:5][C:6]1[CH:14]=[C:13]2[C:9]([CH2:10][CH:11]([N:15]([CH2:19][CH2:20][CH3:21])[CH2:16][CH2:17][CH3:18])[CH2:12]2)=[CH:8][C:7]=1[C:22]([NH:27][CH3:26])=[O:24])[CH2:2][CH2:3][CH3:4] |f:2.3|. Procedure details: To a mixture of methyl 6-butoxy-2-(dipropylamino)-2,3-dihydro-1H-indene-5-carboxylate (75, 0.35 g, 1 mmol) and N-methylformamide (0.59 g, 10 mmol) in DMF (10 mL) at 100° C. and 25% was added sodium methoxide in methanol (0.22 mL, 1 mmol) dropwise over a period of 10 min. The resulting mixture is cooled to room temperature and quenched with water (100 mL). The resulting solid was purified by chromatography to give an oil that was converted into the HCl salt and crystallized from EtOAc/MeOH to yie... The reactants are CCO (EtOH), C(=O)([O-])[O-].[Na+].[Na+] (Na2CO3), [N+](=O)([O-])C=1C=C(C=CC1)B(O)O (3-nitrophenylboronic acid), BrC1=CC=C(C=C1)C(C(=O)NCC(C)C)(C)C (2-(4-bromophenyl)-N-isobutyl-2-methylpropanamide). The reagents and catalysts are C=1C=CC(=CC1)[P](C=2C=CC=CC2)(C=3C=CC=CC3)[Pd]([P](C=4C=CC=CC4)(C=5C=CC=CC5)C=6C=CC=CC6)([P](C=7C=CC=CC7)(C=8C=CC=CC8)C=9C=CC=CC9)[P](C=1C=CC=CC1)(C=1C=CC=CC1)C=1C=CC=CC1 (Pd(PPh3)4). Solvent: O (water), COCCOC (DME). Reaction conditions: temperature 150 celsius. Product: C(C(C)C)NC(C(C)(C1=CC=C(C=C1)C1=CC(=CC=C1)[N+](=O)[O-])C)=O (N-isobutyl-2-methyl-2-(3′-nitrobiphenyl-4-yl)propanamide). Isolated yield 66.8%. Reaction SMILES: Br[C:2]1[CH:7]=[CH:6][C:5]([C:8]([CH3:17])([CH3:16])[C:9]([NH:11][CH2:12][CH:13]([CH3:15])[CH3:14])=[O:10])=[CH:4][CH:3]=1.CCO.C([O-])([O-])=O.[Na+].[Na+].[N+:27]([C:30]1[CH:31]=[C:32](B(O)O)[CH:33]=[CH:34][CH:35]=1)([O-:29])=[O:28]>COCCOC.C1C=CC([P]([Pd]([P](C2C=CC=CC=2)(C2C=CC=CC=2)C2C=CC=CC=2)([P](C2C=CC=CC=2)(C2C=CC=CC=2)C2C=CC=CC=2)[P](C2C=CC=CC=2)(C2C=CC=CC=2)C2C=CC=CC=2)(C2C=CC=CC=2)C2C=CC=CC=2)=CC=1.O>[CH2:12]([NH:11][C:9](=[O:10])[C:8]([CH3:17])([C:5]1[CH:6]=[CH:7][C:2]([C:34]2[CH:33]=[CH:32][CH:31]=[C:30]([N+:27]([O-:29])=[O:28])[CH:35]=2)=[CH:3][CH:4]=1)[CH3:16])[CH:13]([CH3:15])[CH3:14] |f:2.3.4,^1:48,50,69,88|. Procedure details: 2-(4-Bromophenyl)-N-isobutyl-2-methylpropanamide (Example 1a) (100 mg, 0.33 mmol) was weigh out in a microwave vial and dissolved in 3 ml of DME, 2 ml of EtOH and 1.5 ml of water followed by addition of Na2CO3 (70 mg, 0.66 mmol) and 3-nitrophenylboronic acid (67 mg, 0.4 mmol). Pd(PPh3)4 (8 mg, 6.6 μmol) was then added and the tube was immediately sealed. The reaction mixture was heated in a Smith Synthesizer at 150° C. for 5 min. The solution was filtered and the compound purified by preparative...